From a dataset of the Open Reaction Database (ORD), a public repository of structured organic reaction records. describe an organic reaction: reactants, conditions, products, and yield Reactants: C(=O)(O)CSC1C2=C(OCC3=C1C=CC=C3)C=CC(=C2)OCC2=NC3=CC=CC=C3C=C2 (11-Carboxymethylthio-2-(quinolin-2-yl)methoxy-6,11-dihydrodibenz[b,e]oxepine), C1(=CC=CC=C1)S(=O)(=O)N (benzensulfonamide). Product: C1(=CC=CC=C1)S(=O)(=O)NC(=O)CSC1C2=C(OCC3=C1C=CC=C3)C=CC(=C2)OCC2=NC3=CC=CC=C3C=C2 (11-[(Phenylsulfonyl)aminocarbonyl]methylthio-2-(quinolin-2-yl)methoxy-6,11-dihydrodibenz[b,e]oxepine). As a reaction SMILES: [C:1]([CH2:4][S:5][CH:6]1[C:12]2[CH:13]=[CH:14][CH:15]=[CH:16][C:11]=2[CH2:10][O:9][C:8]2[CH:17]=[CH:18][C:19]([O:21][CH2:22][C:23]3[CH:32]=[CH:31][C:30]4[C:25](=[CH:26][CH:27]=[CH:28][CH:29]=4)[N:24]=3)=[CH:20][C:7]1=2)([OH:3])=O.[C:33]1([S:39]([NH2:42])(=[O:41])=[O:40])[CH:38]=[CH:37][CH:36]=[CH:35][CH:34]=1>>[C:33]1([S:39]([NH:42][C:1]([CH2:4][S:5][CH:6]2[C:12]3[CH:13]=[CH:14][CH:15]=[CH:16][C:11]=3[CH2:10][O:9][C:8]3[CH:17]=[CH:18][C:19]([O:21][CH2:22][C:23]4[CH:32]=[CH:31][C:30]5[C:25](=[CH:26][CH:27]=[CH:28][CH:29]=5)[N:24]=4)=[CH:20][C:7]2=3)=[O:3])(=[O:41])=[O:40])[CH:38]=[CH:37][CH:36]=[CH:35][CH:34]=1. Reported procedure: 11-Carboxymethylthio-2-(quinolin-2-yl)methoxy-6,11-dihydrodibenz[b,e]oxepine and benzensulfonamide were used and reacted in the same manner as in Example 39 to obtain the title compound. Reactants: C[O-].[Na+] (Sodium methoxide), FC1=C(C#N)C=C(C(=C1)F)F (2,4,5-trifluorobenzonitrile), CO (MeOH). Yields the product FC=1C(=CC(=C(C#N)C1)OC)OC (5-Fluoro-2,4-dimethoxy-benzonitrile). The yield is 95.0%. Reaction SMILES: [CH3:1][O-:2].[Na+].F[C:5]1[CH:12]=[C:11](F)[C:10]([F:14])=[CH:9][C:6]=1[C:7]#[N:8].[CH3:15][OH:16]>>[F:14][C:10]1[C:11]([O:16][CH3:15])=[CH:12][C:5]([O:2][CH3:1])=[C:6]([CH:9]=1)[C:7]#[N:8] |f:0.1|. Reported procedure: Sodium methoxide (25% wt in MeOH, 32 mL) was added dropwise to a solution of 2,4,5-trifluorobenzonitrile (10 g, 63.7 mmol) in MeOH (160 mL) under nitrogen at 0° C. The resulting reaction mixture was stirred at reflux for 48 h. The reaction was then quenched with 1 M citric acid and the MeOH was removed in vacuo. The residue was taken up in EtOAc, washed with brine, dried over Na2SO4, concentrated in vacuo and recrystallized from EtOAc/hexane to furnish the desired product in 95% yield (11 g). 1H...